Task: describe an organic reaction: reactants, conditions, products, and yield. Dataset: the Open Reaction Database (ORD), a public repository of structured organic reaction records Reactants: Cc1cc(C)nc(S)n1, CN([SiH](C)C)[Si](C)(C)C, Cc1ccccc1, N, O=P(NP(=O)(Oc1ccccc1)Oc1ccccc1)(Oc1ccccc1)Oc1ccccc1. Product: Cc1cc(C)nc(S[Si](C)(C)C)n1. RXN SMILES: [CH3:10][c:11]1[n:12][c:13]([SH:18])[n:14][c:15]([CH3:17])[cH:16]1.[CH3:1][SiH:2]([CH3:3])[N:8]([Si:4]([CH3:5])([CH3:6])[CH3:7])[CH3:9].[CH3:53][c:54]1[cH:55][cH:56][cH:57][cH:58][cH:59]1.[NH3:52].[c:19]1([O:20][P:21]([NH:22][P:23]([O:24][c:25]2[cH:26][cH:27][cH:28][cH:29][cH:30]2)([O:31][c:32]2[cH:33][cH:34][cH:35][cH:36][cH:37]2)=[O:38])(=[O:39])[O:40][c:41]2[cH:42][cH:43][cH:44][cH:45][cH:46]2)[cH:47][cH:48][cH:49][cH:50][cH:51]1>>[Si:4]([CH3:5])([CH3:6])([CH3:7])[S:18][c:13]1[n:12][c:11]([CH3:10])[cH:16][c:15]([CH3:17])[n:14]1. Product: C(C)(C)OC(=O)N1CCC(CC1)C1CC=2C(=CN=C(C2)Cl)O1 (4-(5-Chloro-2,3-dihydro-furo[2,3-c]pyridin-2-yl)-piperidine-1-carboxylic acid isopropyl ester). Reaction SMILES: [Cl:1][C:2]1[CH:3]=[C:4]2[CH2:10][CH:9]([CH:11]3[CH2:16][CH2:15][NH:14][CH2:13][CH2:12]3)[O:8][C:5]2=[CH:6][N:7]=1.Cl[C:18]([O:20][CH:21]([CH3:23])[CH3:22])=[O:19]>>[CH:21]([O:20][C:18]([N:14]1[CH2:15][CH2:16][CH:11]([CH:9]2[O:8][C:5]3=[CH:6][N:7]=[C:2]([Cl:1])[CH:3]=[C:4]3[CH2:10]2)[CH2:12][CH2:13]1)=[O:19])([CH3:23])[CH3:22]. Reported procedure: The title compound is prepared from 5-chloro-2-piperidin-4-yl-2,3-dihydro-furo[2,3-c]pyridine and isopropyl chloroformate following a procedure analogous to that described in Example 4. LC (method 7): tR=1.37 min; Mass spectrum (ESI+): m/z=325 [M+H]+. Starting materials: ClC=1C=C2C(=CN1)OC(C2)C2CCNCC2 (5-chloro-2-piperidin-4-yl-2,3-dihydro-furo[2,3-c]pyridine), ClC(=O)OC(C)C (isopropyl chloroformate). The reactants are CS(=O)(=O)OCC1=CC2=C(C=N1)N=CN2C=2SC(=C(C2)OCC2=C(C=CC=C2)C(F)(F)F)C(N)=O ([1-(5-carbamoyl-4-{[2-(trifluoromethyl)benzyl]oxy}-2-thienyl)-1H-imidazo[4,5-c]pyridin-6-yl]methyl methanesulfonate), CS(=O)(=O)OCC1=CC2=C(C=N1)N=CN2C=2SC(=C(C2)OCC2=C(C=CC=C2)C(F)(F)F)C(N)=O ([1-(5-carbamoyl-4-{[2-(trifluoromethyl)benzyl]oxy}-2-thienyl)-1H-imidazo[4,5-c]pyridin-6-yl]methyl methanesulfonate), CN1CCNCC1 (1-methylpiperazine). Run in ClCCl (dichloromethane). The product is CN1CCN(CC1)CC1=CC2=C(C=N1)N=CN2C2=CC(=C(S2)C(=O)N)OCC2=C(C=CC=C2)C(F)(F)F (5-{6-[(4-Methylpiperazin-1-yl)methyl]1H-imidazo[4,5-c]pyridin-1-yl}-3-{[2-(trifluoromethyl)benzyl]oxy}thiophene-2-carboxamide). As a reaction SMILES: CS(O[CH2:6][C:7]1[N:12]=[CH:11][C:10]2[N:13]=[CH:14][N:15]([C:16]3[S:17][C:18]([C:33](=[O:35])[NH2:34])=[C:19]([O:21][CH2:22][C:23]4[CH:28]=[CH:27][CH:26]=[CH:25][C:24]=4[C:29]([F:32])([F:31])[F:30])[CH:20]=3)[C:9]=2[CH:8]=1)(=O)=O.[CH3:36][N:37]1[CH2:42][CH2:41][NH:40][CH2:39][CH2:38]1>ClCCl>[CH3:36][N:37]1[CH2:42][CH2:41][N:40]([CH2:6][C:7]2[N:12]=[CH:11][C:10]3[N:13]=[CH:14][N:15]([C:16]4[S:17][C:18]([C:33]([NH2:34])=[O:35])=[C:19]([O:21][CH2:22][C:23]5[CH:28]=[CH:27][CH:26]=[CH:25][C:24]=5[C:29]([F:31])([F:32])[F:30])[CH:20]=4)[C:9]=3[CH:8]=2)[CH2:39][CH2:38]1. Procedure details: In a similar manner as described for example 6, 58 mg of [1-(5-carbamoyl-4-{[2-(trifluoromethyl)benzyl]oxy}-2-thienyl)-1H-imidazo[4,5-c]pyridin-6-yl]methyl methanesulfonate (compound A1) and 200 mg of 1-methylpiperazine in 5 ml dichloromethane yield the title compound.